From a dataset of the Open Reaction Database (ORD), a public repository of structured organic reaction records. describe an organic reaction: reactants, conditions, products, and yield Starting materials: [H-].[Na+] (sodium hydride), ClC1=C2C(=NC=C1F)NC=C2I (4-chloro-5-fluoro-3-iodo-1H-pyrrolo[2,3-b]pyridine), ClCOCC[Si](C)(C)C ((2-(chloromethoxy)ethyl)trimethylsilane). Solvent: O1CCCC1 (tetrahydrofuran). Conditions: temperature 0 celsius, time 30 minute. The product is ClC1=C2C(=NC=C1F)N(C=C2I)COCC[Si](C)(C)C (4-chloro-5-fluoro-3-iodo-1-((2-(trimethylsilyl)ethoxy)methyl)-1H-pyrrolo[2,3-b]pyridine). Reaction SMILES: [Cl:1][C:2]1[C:7]([F:8])=[CH:6][N:5]=[C:4]2[NH:9][CH:10]=[C:11]([I:12])[C:3]=12.[H-].[Na+].Cl[CH2:16][O:17][CH2:18][CH2:19][Si:20]([CH3:23])([CH3:22])[CH3:21]>O1CCCC1>[Cl:1][C:2]1[C:7]([F:8])=[CH:6][N:5]=[C:4]2[N:9]([CH2:16][O:17][CH2:18][CH2:19][Si:20]([CH3:23])([CH3:22])[CH3:21])[CH:10]=[C:11]([I:12])[C:3]=12 |f:1.2|. Procedure: A solution of Example 263A (2.8 g, 9.44 mmol) in tetrahydrofuran (200 mL) was cooled to 0° C. and sodium hydride (0.34 g, 14.17 mmol) was added. The mixture was stirred at 0° C. for 30 minutes and (2-(chloromethoxy)ethyl)trimethylsilane (2.5 mL, 14.17 mmol) was added. The mixture was warmed to room temperature, stirred for 2 hours, quenched with brine and extracted with ethyl acetate (twice). The organic phase was concentrated and purified by flash chromatography (silica gel, 30% ethyl acetate i... Reactants: S(O)(O)(=O)=O (sulfuric acid), C(C)C1=CC(=C(N)C(=C1)Br)[N+](=O)[O-] (4-ethyl-2-nitro-6-bromoaniline), N(=O)[O-].[Na+] (sodium nitrite). The solvent is C(C)O (ethanol). Yields the product BrC=1C=C(C=C(C1)CC)[N+](=O)[O-] (3-bromo-5-ethylnitrobenzene). As a reaction SMILES: [CH2:1]([C:3]1[CH:9]=[C:8]([Br:10])[C:6](N)=[C:5]([N+:11]([O-:13])=[O:12])[CH:4]=1)[CH3:2].S(=O)(=O)(O)O.N([O-])=O.[Na+]>C(O)C>[Br:10][C:8]1[CH:6]=[C:5]([N+:11]([O-:13])=[O:12])[CH:4]=[C:3]([CH2:1][CH3:2])[CH:9]=1 |f:2.3|. Procedure: Dissolve 4-ethyl-2-nitro-6-bromoaniline (6.62g, 27mmol) in ethanol (40mL). Add, by dropwise addition, concentrated sulfuric acid (5mL) and heat at reflux, adding sodium nitrite (4.55g, mmol) in small portions over 25 minutes. Stir at room temperature for several hours, pour onto ice and extract into ethyl acetate. Wash with water (3×) and brine (3×). Dry (MgSO4) and evaporate the solvent in vacuo and purify by silica gel chromatography to give 3-bromo-5-ethylnitrobenzene. The product is C(C)N1N=C(C(=C(C1=O)Br)NCC1=C(C=CC2=CC=CC=C12)OCCC)N (2-Ethyl-4-bromo-5-(2-n-propoxy-1-naphthylmethylamino)-6-amino-3(2H)pyridazinone). As a reaction SMILES: [CH2:1]([N:3]1[C:8](=[O:9])[C:7]([Br:10])=[C:6]([NH:11][CH2:12][C:13]2[C:22]3[C:17](=[CH:18][CH:19]=[CH:20][CH:21]=3)[CH:16]=[CH:15][C:14]=2[O:23][CH2:24][CH2:25][CH3:26])[C:5]([N+:27]([O-])=O)=[N:4]1)[CH3:2].S(S([O-])=O)([O-])=O.[Na+].[Na+].C(O)(=O)C>C(O)C.C(=O)([O-])[O-].[Na+].[Na+]>[CH2:1]([N:3]1[C:8](=[O:9])[C:7]([Br:10])=[C:6]([NH:11][CH2:12][C:13]2[C:22]3[C:17](=[CH:18][CH:19]=[CH:20][CH:21]=3)[CH:16]=[CH:15][C:14]=2[O:23][CH2:24][CH2:25][CH3:26])[C:5]([NH2:27])=[N:4]1)[CH3:2] |f:1.2.3,6.7.8|. Yield: 2.0%. Reactants: C(C)N1N=C(C(=C(C1=O)Br)NCC1=C(C=CC2=CC=CC=C12)OCCC)[N+](=O)[O-] (2-ethyl-4-bromo-5-(2-n-propoxy-1- naphthylmethylamino)-6-nitro-3(2H)pyridazinone), S(=O)([O-])S(=O)[O-].[Na+].[Na+] (sodium hydrosulfite), C(C)(=O)O (acetic acid). Solvent: C(C)O (ethanol), C([O-])([O-])=O.[Na+].[Na+] (sodium carbonate). Procedure: 530 mg of 2-ethyl-4-bromo-5-(2-n-propoxy-1- naphthylmethylamino)-6-nitro-3(2H)pyridazinone (Compound No. 48) was dissolved in a mixture comprising 50 ml of ethanol and 25 ml of a 10 wt% sodium carbonate aqueous solution. Then, 1.0 g of sodium hydrosulfite was gradually added under stirring, and the mixture was then stirred at room temperature for 2.5 hours. Glacial acetic acid was added to neutralize the reaction solution. Then, the solvent was distilled off under reduced pressure. Water was pou... Reactants: Cl.ClC1=NC=CN=C1NN (2-chloro-3-hydrazinylpyrazine hydrochloride), C(OCC)(=O)N=C=S (O-ethyl carbonisothiocyanatidate), CO (methanol). Run in C(Cl)(Cl)Cl (chloroform). Yields the product ClC=1C(=NC=CN1)NNC(=S)NC(OCC)=O (ethyl 2-(3-chloropyrazin-2-yl)hydrazinecarbonothioylcarbamate). Yield: 120.9%. As a reaction SMILES: Cl.[Cl:2][C:3]1[C:8]([NH:9][NH2:10])=[N:7][CH:6]=[CH:5][N:4]=1.[C:11]([N:16]=[C:17]=[S:18])(=[O:15])[O:12][CH2:13][CH3:14].CO>C(Cl)(Cl)Cl>[Cl:2][C:3]1[C:8]([NH:9][NH:10][C:17]([NH:16][C:11](=[O:15])[O:12][CH2:13][CH3:14])=[S:18])=[N:7][CH:6]=[CH:5][N:4]=1 |f:0.1|. Reported procedure: A solution of 2-chloro-3-hydrazinylpyrazine hydrochloride (3.32 g, 18.34 mmol) in anhydrous chloroform was treated with O-ethyl carbonisothiocyanatidate (1.9 mL, 16.11 mmol) at room temperature. Anhydrous methanol (10 mL) was added to the reaction mixture which was then concentrated under reduced pressure to yield ethyl 2-(3-chloropyrazin-2-yl)hydrazinecarbonothioylcarbamate (5.37 g) as an orange solid.